Dataset: the Open Reaction Database (ORD), a public repository of structured organic reaction records. Task: describe an organic reaction: reactants, conditions, products, and yield Reactants: CCc1nc(NC2CN(C(=O)OCc3ccccc3)CC2O)c(CC)nc1Br, CCc1nc(-c2ccc(Cl)cc2Cl)c(CC)nc1NC1c2ccccc2CC1O, COc1ccc(B(O)O)c(Cl)c1. Yields the product CCc1nc(-c2ccc(OC)cc2Cl)c(CC)nc1NC1CN(C(=O)OCc2ccccc2)CC1O. RXN SMILES: [CH2:30]([c:31]1[cH:32][cH:33][cH:34][cH:35][cH:36]1)[O:37][C:38](=[O:39])[N:40]1[CH2:41][CH:42]([NH:46][c:47]2[n:48][c:49]([CH2:56][CH3:57])[c:50]([Br:55])[n:51][c:52]2[CH2:53][CH3:54])[CH:43]([OH:45])[CH2:44]1.[Cl:1][c:2]1[cH:3][c:4]([Cl:5])[cH:6][cH:7][c:8]1-[c:9]1[n:10][c:11]([CH2:12][CH3:13])[c:14]([NH:15][CH:16]2[c:17]3[c:18]([cH:19][cH:20][cH:21][cH:22]3)[CH2:23][CH:24]2[OH:25])[n:26][c:27]1[CH2:28][CH3:29].[Cl:58][c:59]1[c:60]([B:67]([OH:68])[OH:69])[cH:61][cH:62][c:63]([O:65][CH3:66])[cH:64]1>>[CH2:30]([c:31]1[cH:32][cH:33][cH:34][cH:35][cH:36]1)[O:37][C:38](=[O:39])[N:40]1[CH2:41][CH:42]([NH:46][c:47]2[n:48][c:49]([CH2:56][CH3:57])[c:50](-[c:60]3[c:59]([Cl:58])[cH:64][c:63]([O:65][CH3:66])[cH:62][cH:61]3)[n:51][c:52]2[CH2:53][CH3:54])[CH:43]([OH:45])[CH2:44]1. The reactants are CN=C=S (methylisothiocyanate), FC(S(=O)(=O)N)(F)F (trifluoromethanesulphonamide), [OH-].[Na+] (sodium hydroxide). Run in CC(=O)C (acetone), O (water). Run at time 18 hour. The product is CNC(=S)NS(=O)(=O)C(F)(F)F (1-methyl-3-trifluoromethanesulphonylthiourea). The yield is 42.3%. Reaction SMILES: [CH3:1][N:2]=[C:3]=[S:4].[F:5][C:6]([F:12])([F:11])[S:7]([NH2:10])(=[O:9])=[O:8].[OH-].[Na+]>CC(C)=O.O>[CH3:1][NH:2][C:3]([NH:10][S:7]([C:6]([F:12])([F:11])[F:5])(=[O:9])=[O:8])=[S:4] |f:2.3|. Procedure: A solution of methylisothiocyanate (0.21 g.) in acetone (10 ml.) was added to a solution of trifluoromethanesulphonamide (0.45 g.) and sodium hydroxide (0.12 g.) in water (5 ml.), the mixture stirred at 60° for 18 hours and then evaporated to dryness. The residue was dissolved in water and the solution washed with ethyl acetate and then adjusted to pH 1 with concentrated hydrochloric acid. The mixture was treated with charcoal and filtered and the filtrate extracted with ethyl acetate. The combi... Reactants: C(C)O (ethanol), [BH4-].[Na+] (sodium borohydride), O1CCCC1 (tetrahydrofuran), O1C(OCC1)C=1C=CC(=NC1)C=O (5-[1,3]dioxolan-2-yl-pyridine-2-carbaldehyde). Solvent: O (Water). Conditions: time 25 minute. The product is O1C(OCC1)C=1C=CC(=NC1)CO ((5-[1,3]Dioxolan-2-yl-pyridin-2-yl)-methanol). The yield is 78.3%. As a reaction SMILES: C(O)C.O1CCCC1.[O:9]1[CH2:13][CH2:12][O:11][CH:10]1[C:14]1[CH:15]=[CH:16][C:17]([CH:20]=[O:21])=[N:18][CH:19]=1.[BH4-].[Na+]>O>[O:9]1[CH2:13][CH2:12][O:11][CH:10]1[C:14]1[CH:15]=[CH:16][C:17]([CH2:20][OH:21])=[N:18][CH:19]=1 |f:3.4|. Procedure: To an ethanol (20 mL) and tetrahydrofuran (20 mL) solution of 5-[1,3]dioxolan-2-yl-pyridine-2-carbaldehyde (1.73 g, 9.66 mmol) described in Manufacturing Example 154-1-3 was added sodium borohydride (731 mg, 19.3 mmol), which was stirred for 25 minutes at room temperature. Water was added to the reaction mixture, which was extracted with ethyl acetate. The organic layer was separated, washed with saturated aqueous sodium chloride, dried over anhydrous magnesium sulfate, and filtered. The filtrat...